This data is from the Open Reaction Database (ORD), a public repository of structured organic reaction records. The task is: describe an organic reaction: reactants, conditions, products, and yield Reactants: Cl.CC(C(O)C1=CC=CC=C1)N1CCCC1 (β-methyl-α-phenyl-1-pyrrolidineethanol hydrochloride), ( a ), C[C@@H]([C@@H](C1=CC=CC=C1)O)N ((1R,2S)-(-)-norephedrine), BrCCCCBr (1,4-dibromobutane), C([O-])(O)=O.[Na+] (sodium bicarbonate). Solvent: C1(=CC=CC=C1)C (toluene), C1(=CC=CC=C1)C (toluene). Product: CC(C(O)C1=CC=CC=C1)N1CCCC1 (β-methyl-α-phenyl-1-pyrrolidineethanol). Reaction SMILES: Cl.[CH3:2][CH:3]([N:12]1[CH2:16][CH2:15][CH2:14][CH2:13]1)[CH:4]([C:6]1[CH:11]=[CH:10][CH:9]=[CH:8][CH:7]=1)[OH:5].C[C@H](N)[C@H](O)C1C=CC=CC=1.BrCCCCBr.C(=O)(O)[O-].[Na+]>C1(C)C=CC=CC=1>[CH3:2][CH:3]([N:12]1[CH2:16][CH2:15][CH2:14][CH2:13]1)[CH:4]([C:6]1[CH:11]=[CH:10][CH:9]=[CH:8][CH:7]=1)[OH:5] |f:0.1,4.5|. Procedure details: A process for the preparation of [R-(R*,S*)]-β-methyl-α-phenyl-1-pyrrolidineethanol hydrochloride or its enantiomer, ##STR12## comprising the steps of (a) refluxing (1R,2S)-(-)-norephedrine or its enantiomer, ##STR13## with 1,4-dibromobutane in the presence of a base, sodium bicarbonate and a solvent, toluene, at a reaction temperature of about 100° to about 120° C. for reaction time of about 12 to about 24 hours, while removing the water formed to give a toluene solution of crude [R-(R*,S*)]-β-... The reactants are CCN(C(C)C)C(C)C, NCCN1CCOCC1, CN(C)C=O, O=S(Cl)Cl, O=C(O)c1csc(-c2cnc(-c3ccccc3)nc2)n1. Yields the product O=C(NCCN1CCOCC1)c1csc(-c2cnc(-c3ccccc3)nc2)n1. As a reaction SMILES: [CH:35]([N:36]([CH:37]([CH3:38])[CH3:39])[CH2:40][CH3:41])([CH3:42])[CH3:43].[NH2:26][CH2:27][CH2:28][N:29]1[CH2:30][CH2:31][O:32][CH2:33][CH2:34]1.[O:21]=[CH:22][N:23]([CH3:24])[CH3:25].[S:44]([Cl:45])([Cl:46])=[O:47].[c:1]1(-[c:7]2[n:8][cH:9][c:10](-[c:13]3[s:14][cH:15][c:16]([C:18](=[O:19])[OH:20])[n:17]3)[cH:11][n:12]2)[cH:2][cH:3][cH:4][cH:5][cH:6]1>>[c:1]1(-[c:7]2[n:8][cH:9][c:10](-[c:13]3[s:14][cH:15][c:16]([C:18](=[O:20])[NH:26][CH2:27][CH2:28][N:29]4[CH2:30][CH2:31][O:32][CH2:33][CH2:34]4)[n:17]3)[cH:11][n:12]2)[cH:2][cH:3][cH:4][cH:5][cH:6]1. Reactants: hydrochloride salt, C([O-])([O-])=O.[Na+].[Na+] (sodium carbonate), [H-].[K+] (Potassium hydride), COC1=CC=C(CCN2[C@@H](CCC2)CN2C3=C(SCC4=C2C=CC=C4)C=CC=C3)C=C1 ((S)-5,11-Dihydro-5-[1-(4-methoxyphenethyl)-2-pyrrolidinylmethyl]dibenzo[b,e][1,4]thiazepine), ClCC[C@H]1N(CCC1)CCC1=CC=C(C=C1)OC ((S)-2-(2-chloroethyl)-1-(4-methoxyphenethyl)pyrrolidine). The solvent is ClCCl (dichloromethane), COCCOC (DME). Reaction conditions: time 30 minute. The product is COC1=CC=C(CCN2[C@@H](CCC2)CCN2C3=C(SCC4=C2C=CC=C4)C=CC=C3)C=C1 ((S)-5,11-Dihydro-5-[2-(1-[4-methoxyphenethyl]-2-pyrrolidinyl)ethyl]dibenzo[b,e][1,4]thiazepine). The yield is 78.2%. RXN SMILES: [H-].[K+].COC1C=CC(CCN2CCC[C@H]2[CH2:16][N:17]2[C:23]3[CH:24]=[CH:25][CH:26]=[CH:27][C:22]=3[CH2:21][S:20][C:19]3[CH:28]=[CH:29][CH:30]=[CH:31][C:18]2=3)=CC=1.ClC[CH2:36][C@@H:37]1[CH2:41][CH2:40][CH2:39][N:38]1[CH2:42][CH2:43][C:44]1[CH:49]=[CH:48][C:47]([O:50][CH3:51])=[CH:46][CH:45]=1.C(=O)([O-])[O-].[Na+].[Na+]>COCCOC.ClCCl>[CH3:51][O:50][C:47]1[CH:46]=[CH:45][C:44]([CH2:43][CH2:42][N:38]2[CH2:39][CH2:40][CH2:41][C@H:37]2[CH2:36][CH2:16][N:17]2[C:23]3[CH:24]=[CH:25][CH:26]=[CH:27][C:22]=3[CH2:21][S:20][C:19]3[CH:28]=[CH:29][CH:30]=[CH:31][C:18]2=3)=[CH:49][CH:48]=1 |f:0.1,4.5.6|. Procedure details: Potassium hydride (35% dispersion in oil, 110 mg) was added to a solution of 5,11-dihydrodibenzo[b,e][1,4]thiazepine (see Example 1) (570 mg) in DME (8 ml) and the mixture stirred at room temperature for 30 minutes, treated with a solution of (S)-2-(2-chloroethyl)-1-(4-methoxyphenethyl)pyrrolidine (480 mg) (prepared from the corresponding hydrochloride salt prepared in Preparation 4 by stirring a solution of the salt in dichloromethane with a slight excess of 10% aqueous sodium carbonate solutio... Reactants: 4E, C(C)OC(C(C)(C)OC1=CC2=CC=CC=C2C(=C1)O)=O (2-(4-hydroxy-naphthalen-2-yloxy)-2-methyl-propionic acid ethyl ester), CC1=NC(=CC=C1CCO)C1=CC=C(C=C1)C(F)(F)F (2-[2-methyl-6-(4-trifluoromethyl-phenyl)-pyridin-3-yl]-ethanol). Product: C(C)OC(C(C)(OC1=CC2=CC=CC=C2C(=C1)OCCC=1C(=NC(=CC1)C1=CC=C(C=C1)C(F)(F)F)C)C)=O (2-methyl-2-(4-{2-[2-methyl-6-(4-trifluoromethyl-phenyl)-pyridin-3-yl]-ethoxy}-naphthalen-2-yloxy)-propionic acid ethyl ester). RXN SMILES: [CH2:1]([O:3][C:4](=[O:20])[C:5]([O:8][C:9]1[CH:18]=[C:17]([OH:19])[C:16]2[C:11](=[CH:12][CH:13]=[CH:14][CH:15]=2)[CH:10]=1)([CH3:7])[CH3:6])[CH3:2].[CH3:21][C:22]1[C:27]([CH2:28][CH2:29]O)=[CH:26][CH:25]=[C:24]([C:31]2[CH:36]=[CH:35][C:34]([C:37]([F:40])([F:39])[F:38])=[CH:33][CH:32]=2)[N:23]=1>>[CH2:1]([O:3][C:4](=[O:20])[C:5]([CH3:7])([O:8][C:9]1[CH:18]=[C:17]([O:19][CH2:29][CH2:28][C:27]2[C:22]([CH3:21])=[N:23][C:24]([C:31]3[CH:36]=[CH:35][C:34]([C:37]([F:40])([F:38])[F:39])=[CH:33][CH:32]=3)=[CH:25][CH:26]=2)[C:16]2[C:11](=[CH:12][CH:13]=[CH:14][CH:15]=2)[CH:10]=1)[CH3:6])[CH3:2]. Procedure: In analogy to the procedures described in example 4D] and 4E], 2-(4-hydroxy-naphthalen-2-yloxy)-2-methyl-propionic acid ethyl ester (example 17D]) was reacted with 2-[2-methyl-6-(4-trifluoromethyl-phenyl)-pyridin-3-yl]-ethanol (example 4K]) to give 2-methyl-2-(4-{2-[2-methyl-6-(4-trifluoromethyl-phenyl)-pyridin-3-yl]-ethoxy}-naphthalen-2-yloxy)-propionic acid ethyl ester, which was subsequently saponified to yield the title compound as orange solid. Procedure details: 0.35 mol diphosgene is added dropwise over 1 hour to a mixture of 0.28 mol of the methyl ester of phenylalanine and 0.4 g activated charcoal in 400 mL dioxane under N2. The reaction mixture is then heated and stirred at reflux for 21/2 hours. The reaction mixture is then cooled, filtered, and concentrated to dryness by rotary evaporator, keeping exposure to moisture to a minimum. The crude product is re-dissolved in 100 mL THF, and the pH of the solution is adjusted to 5.5-6.0 by addition of pyr... Reaction SMILES: O=[C:2](Cl)[O:3][C:4](Cl)(Cl)Cl.[NH2:9][C@H:10]([C:18]([OH:20])=[O:19])[CH2:11][C:12]1[CH:17]=[CH:16][CH:15]=[CH:14][CH:13]=1.C>O1CCOCC1>[N-:9]=[C:4]=[O:3].[CH3:2][O:19][C:18](=[O:20])[C@H:10]([CH2:11][C:12]1[CH:17]=[CH:16][CH:15]=[CH:14][CH:13]=1)[NH2:9] |f:4.5|. Product: [N-]=C=O.COC([C@@H](N)CC1=CC=CC=C1)=O (phenylalanine methyl ester isocyanate). Starting materials: O=C(OC(Cl)(Cl)Cl)Cl (diphosgene), methyl ester, N[C@@H](CC1=CC=CC=C1)C(=O)O (phenylalanine), C (charcoal). Run in O1CCOCC1 (dioxane). The reactants are C(=O)([O-])[O-].[Na+].[Na+] (Na2CO3), IC1=NNC2=CC=C(C=C12)NC(C(C1=CSC=C1)N1CCCC1)=O (N-(3-iodo-1H-indazol-5-yl)-2-(pyrrolidin-1-yl)-2-(thiophen-3-yl)acetamide), C(Cl)Cl (DCM), CC1(OB(OC1(C)C)C1=CC=C(C=C1)N1CC2(COC2)C1)C (6-(4-(4,4,5,5-tetramethyl-1,3,2-dioxaborolan-2-yl)phenyl)-2-oxa-6-azaspiro[3.3]heptane), PdCl2dppf. Solvent: CCOC(=O)C (EtOAc), C1(=CC=CC=C1)C.CCO (PhMe EtOH). Conditions: temperature 130 celsius. The product is C1OCC12CN(C2)C2=CC=C(C=C2)C2=NNC1=CC=C(C=C21)NC(C(C2=CSC=C2)N2CCCC2)=O (N-(3-(4-(2-oxa-6-azaspiro[3.3]heptan-6-yl)phenyl)-1H-indazol-5-yl)-2-(pyrrolidin-1-yl)-2-(thiophen-3-yl)acetamide). Reaction SMILES: I[C:2]1[C:10]2[C:5](=[CH:6][CH:7]=[C:8]([NH:11][C:12](=[O:24])[CH:13]([N:19]3[CH2:23][CH2:22][CH2:21][CH2:20]3)[C:14]3[CH:18]=[CH:17][S:16][CH:15]=3)[CH:9]=2)[NH:4][N:3]=1.CC1(C)C(C)(C)OB([C:33]2[CH:38]=[CH:37][C:36]([N:39]3[CH2:45][C:41]4([CH2:44][O:43][CH2:42]4)[CH2:40]3)=[CH:35][CH:34]=2)O1.C(Cl)Cl.C([O-])([O-])=O.[Na+].[Na+]>C1(C)C=CC=CC=1.CCO.CCOC(C)=O>[CH2:44]1[C:41]2([CH2:45][N:39]([C:36]3[CH:37]=[CH:38][C:33]([C:2]4[C:10]5[C:5](=[CH:6][CH:7]=[C:8]([NH:11][C:12](=[O:24])[CH:13]([N:19]6[CH2:23][CH2:22][CH2:21][CH2:20]6)[C:14]6[CH:18]=[CH:17][S:16][CH:15]=6)[CH:9]=5)[NH:4][N:3]=4)=[CH:34][CH:35]=3)[CH2:40]2)[CH2:42][O:43]1 |f:3.4.5,6.7|. Procedure details: The title compound was synthesized according to General Method C1 by utilizing N-(3-iodo-1H-indazol-5-yl)-2-(pyrrolidin-1-yl)-2-(thiophen-3-yl)acetamide (200 mg, 0.45 mmol), 6-(4-(4,4,5,5-tetramethyl-1,3,2-dioxaborolan-2-yl)phenyl)-2-oxa-6-azaspiro[3.3]heptane (160 mg, 0.53 mmol), PdCl2dppf.DCM (36 mg, 0.044 mmol) and 2 M aq Na2CO3 (0.5 mL) in PhMe/EtOH (12 mL, 2:1 mixture). The reaction mixture was heated under microwave irradiation at 130° C. for 3 h. The reaction mixture was diluted with EtOA... Starting materials: [Si](C)(C)(C(C)(C)C)OCCN(C(=O)C1=NC(=NC(=C1OCC1=CC=CC=C1)O)CC1(CCCC1)N1C=CC=2C1=NC=CC2)C2CC2 (5-Benzyloxy-6-hydroxy-2-(1-pyrrolo[2,3-b]pyridin-1-yl-cyclopentylmethyl)-pyrimidine-4-carboxylic acid [2-(tert-butyl-dimethylsilanyloxy)-ethyl]-cyclopropyl-amide), [F-].C(CCC)[N+](CCCC)(CCCC)CCCC (tetrabutylammoniumfluoride). Run in O1CCCC1 (tetrahydrofuran), O1CCCC1 (tetrahydrofuran). Conditions: time 1 hour. The product is C1(CC1)N(C(=O)C1=NC(=NC(=C1OCC1=CC=CC=C1)O)CC1(CCCC1)N1C=CC=2C1=NC=CC2)CCO (5-benzyloxy-6-hydroxy-2-(1-pyrrolo[2,3-b]pyridin-1-yl-cyclopentylmethyl)-pyrimidine-4-carboxylic acid cyclopropyl-(2-hydroxyethyl)-amide). The yield is 75.8%. Reaction SMILES: [Si]([O:8][CH2:9][CH2:10][N:11]([CH:44]1[CH2:46][CH2:45]1)[C:12]([C:14]1[C:19]([O:20][CH2:21][C:22]2[CH:27]=[CH:26][CH:25]=[CH:24][CH:23]=2)=[C:18]([OH:28])[N:17]=[C:16]([CH2:29][C:30]2([N:35]3[C:39]4=[N:40][CH:41]=[CH:42][CH:43]=[C:38]4[CH:37]=[CH:36]3)[CH2:34][CH2:33][CH2:32][CH2:31]2)[N:15]=1)=[O:13])(C(C)(C)C)(C)C.[F-].C([N+](CCCC)(CCCC)CCCC)CCC>O1CCCC1>[CH:44]1([N:11]([CH2:10][CH2:9][OH:8])[C:12]([C:14]2[C:19]([O:20][CH2:21][C:22]3[CH:23]=[CH:24][CH:25]=[CH:26][CH:27]=3)=[C:18]([OH:28])[N:17]=[C:16]([CH2:29][C:30]3([N:35]4[C:39]5=[N:40][CH:41]=[CH:42][CH:43]=[C:38]5[CH:37]=[CH:36]4)[CH2:34][CH2:33][CH2:32][CH2:31]3)[N:15]=2)=[O:13])[CH2:46][CH2:45]1 |f:1.2|. Procedure: To a stirred solution of 5-benzyloxy-6-hydroxy-2-(1-pyrrolo[2,3-b]pyridin-1-yl-cyclopentylmethyl)-pyrimidine-4-carboxylic acid [2-(tert-butyl-dimethylsilanyloxy)-ethyl]-cyclopropyl-amide (417) (96 mg, 0.15 mmol) in tetrahydrofuran (3 mL) was added tetrabutylammoniumfluoride 1M in tetrahydrofuran (0.7 mL, 0.75 mmol) at room temperature and stirring was continued for 1 h. The tetrahydrofuran was removed from the reaction mixture, diluted with ethyl acetate (50 mL) and washed with water (2×30 mL) a...